This data is from the Open Reaction Database (ORD), a public repository of structured organic reaction records. The task is: describe an organic reaction: reactants, conditions, products, and yield Reactants: CC(=O)OC(C)=O, CN(C)C=O, NCC1(C(=O)Nc2cc3c(C=Cc4ccc(F)cc4)n[nH]c3cc2F)CC1. The product is CC(=O)NCC1(C(=O)Nc2cc3c(C=Cc4ccc(F)cc4)n[nH]c3cc2F)CC1. RXN SMILES: [CH3:28][C:29](=[O:30])[O:31][C:32](=[O:33])[CH3:34].[CH3:35][N:36]([CH3:37])[CH:38]=[O:39].[F:1][c:2]1[c:3]([NH:20][C:21](=[O:22])[C:23]2([CH2:26][NH2:27])[CH2:24][CH2:25]2)[cH:4][c:5]2[c:6]([CH:11]=[CH:12][c:13]3[cH:14][cH:15][c:16]([F:19])[cH:17][cH:18]3)[n:7][nH:8][c:9]2[cH:10]1>>[F:1][c:2]1[c:3]([NH:20][C:21](=[O:22])[C:23]2([CH2:26][NH:27][C:29]([CH3:28])=[O:30])[CH2:24][CH2:25]2)[cH:4][c:5]2[c:6]([CH:11]=[CH:12][c:13]3[cH:14][cH:15][c:16]([F:19])[cH:17][cH:18]3)[n:7][nH:8][c:9]2[cH:10]1. Reactants: ClC=1SC2=C(N1)C(C1=C(C=C2)C=C(C=C1)Cl)C=1C(NC(N(C1)C)=O)=O ((±)-5-(2,7-Dichloro-4H-benzo[5,6]cyclohepta[1,2-d]thiazol-4-yl)-1-methyl-2,4(1H,3H)-pyrimidinedione), N1CCCC1 (pyrrolidine). The solvent is O1CCOCC1 (1,4-dioxane). Yields the product ClC=1C=CC2=C(C=CC3=C(N=C(S3)N3CCCC3)C2C=2C(NC(N(C2)C)=O)=O)C1 ((±)-5-(7-Chloro-2-(pyrrolidin-1-yl)-4H-benzo[5,6]cyclohepta[1,2-d]thiazol-4-yl)-1-methyl-2,4(1H,3H)-pyrimidinedione). Reaction SMILES: Cl[C:2]1[S:3][C:4]2[CH:11]=[CH:10][C:9]3[CH:12]=[C:13]([Cl:16])[CH:14]=[CH:15][C:8]=3[CH:7]([C:17]3[C:18](=[O:25])[NH:19][C:20](=[O:24])[N:21]([CH3:23])[CH:22]=3)[C:5]=2[N:6]=1.[NH:26]1[CH2:30][CH2:29][CH2:28][CH2:27]1>O1CCOCC1>[Cl:16][C:13]1[CH:14]=[CH:15][C:8]2[CH:7]([C:17]3[C:18](=[O:25])[NH:19][C:20](=[O:24])[N:21]([CH3:23])[CH:22]=3)[C:5]3[N:6]=[C:2]([N:26]4[CH2:30][CH2:29][CH2:28][CH2:27]4)[S:3][C:4]=3[CH:11]=[CH:10][C:9]=2[CH:12]=1. Reported procedure: The product from example 44 step (viii) (0.042 g) was treated with pyrrolidine (0.1 ml) in 1,4-dioxane (3 ml) at reflux for 6 h. The volatiles were removed under reduced pressure and the residue triturated with diethyl ether/isohexane mixtures to leave the subtitle product as a pale yellow solid.